This data is from the Open Reaction Database (ORD), a public repository of structured organic reaction records. The task is: describe an organic reaction: reactants, conditions, products, and yield Starting materials: O=C([O-])[O-], CN(C)C=O, O=C(O)c1c[nH]c2c(=O)[nH]c3ccc(S(=O)(=O)Cl)cc3c12, ClCCl, [K+], [K+], Nc1ccccc1, c1ccncc1. Yields the product O=C(O)c1c[nH]c2c(=O)[nH]c3ccc(S(=O)(=O)Nc4ccccc4)cc3c12. Reaction SMILES: [C:43](=[O:44])([O-:45])[O-:46].[CH3:38][N:39]([CH3:40])[CH:41]=[O:42].[Cl:14][S:15](=[O:16])(=[O:17])[c:18]1[cH:19][c:20]2[c:21]3[c:22]([c:23](=[O:28])[nH:24][c:25]2[cH:26][cH:27]1)[nH:29][cH:30][c:31]3[C:32](=[O:33])[OH:34].[Cl:35][CH2:36][Cl:37].[K+:47].[K+:48].[NH2:7][c:8]1[cH:9][cH:10][cH:11][cH:12][cH:13]1.[cH:1]1[cH:2][cH:3][n:4][cH:5][cH:6]1>>[NH:7]([c:8]1[cH:9][cH:10][cH:11][cH:12][cH:13]1)[S:15](=[O:16])(=[O:17])[c:18]1[cH:19][c:20]2[c:21]3[c:22]([c:23](=[O:28])[nH:24][c:25]2[cH:26][cH:27]1)[nH:29][cH:30][c:31]3[C:32](=[O:33])[OH:34]. Starting materials: CCO, CC(=O)O, O=C(c1ccc(F)cc1)C1CCN(CCCCn2c(=S)[nH]c3cc([N+](=O)[O-])ccc3c2=O)CC1, [K+], [OH-], O, OO. Yields the product O=C(c1ccc(F)cc1)C1CCN(CCCCn2c(=O)[nH]c3cc([N+](=O)[O-])ccc3c2=O)CC1. Reaction SMILES: [CH3:40][CH2:41][OH:42].[CH3:43][C:44](=[O:45])[OH:46].[F:1][c:2]1[cH:3][cH:4][c:5]([C:6](=[O:7])[CH:8]2[CH2:9][CH2:10][N:11]([CH2:14][CH2:15][CH2:16][CH2:17][n:18]3[c:19](=[S:32])[nH:20][c:21]4[cH:22][c:23]([N+:29](=[O:30])[O-:31])[cH:24][cH:25][c:26]4[c:27]3=[O:28])[CH2:12][CH2:13]2)[cH:33][cH:34]1.[K+:36].[OH-:35].[OH2:37].[OH:38][OH:39]>>[F:1][c:2]1[cH:3][cH:4][c:5]([C:6](=[O:7])[CH:8]2[CH2:9][CH2:10][N:11]([CH2:14][CH2:15][CH2:16][CH2:17][n:18]3[c:19](=[O:35])[nH:20][c:21]4[cH:22][c:23]([N+:29](=[O:30])[O-:31])[cH:24][cH:25][c:26]4[c:27]3=[O:28])[CH2:12][CH2:13]2)[cH:33][cH:34]1. Starting materials: ClC(C(S(=O)C1=CC=CC=C1)Cl)=C1CC[C@H]2[C@@H]3CCC4=CC(CC[C@]4(C)C3=CC[C@]12C)=O (20,21-Dichloro-21-(phenylsulfinyl)pregna-4,9(11),17(20)-trien-3-one), C1CCOC1 (THF), ClC(C(=C1CC[C@H]2[C@@H]3CCC4=CC(CC[C@]4(C)C3=CC[C@]12C)=O)OC)S(=O)C1=CC=CC=C1 (21-Chloro-20-methoxy-21-(phenylsulfinyl)pregna-4,9(11),17(20)-trien-3-one), C[O-].[Na+] (sodium methoxide). Solvent: CO (methanol), CC(=O)C (acetone), CO (methanol), O (water). Run at time 1 hour. Product: ClCC([C@]1(CC[C@H]2[C@@H]3CCC4=CC(CC[C@]4(C)C3=CC[C@]12C)=O)O)=O (21-Chloro-17α-hydroxypregna-4,9(11)-diene-3,20-dione). RXN SMILES: ClC(=C1[C@]2(C)[C@H]([C@H]3[C:27](=CC2)[C@:25]2([CH3:26])[C:20](=[CH:21][C:22](=[O:32])[CH2:23][CH2:24]2)CC3)CC1)C(Cl)S(C1C=CC=CC=1)=O.C1C[O:36]CC1.C[O-].[Na+].[Cl:41][CH:42](S(C1C=CC=CC=1)=O)[C:43]([O:64]C)=[C:44]1[C@:61]2([CH3:62])[C@H:47]([C@H:48]3C(=[CH:59][CH2:60]2)[C@]2(C)C(=CC(=O)CC2)[CH2:50][CH2:49]3)[CH2:46][CH2:45]1>CO.O.CC(C)=O>[Cl:41][CH2:42][C:43](=[O:64])[C@:44]1([OH:36])[C@:61]2([CH3:62])[C@H:47]([C@H:48]3[C:27](=[CH:59][CH2:60]2)[C@:25]2([CH3:26])[C:20](=[CH:21][C:22](=[O:32])[CH2:23][CH2:24]2)[CH2:50][CH2:49]3)[CH2:46][CH2:45]1 |f:2.3|. Procedure: 20,21-Dichloro-21-(phenylsulfinyl)pregna-4,9(11),17(20)-trien-3-one (VII, Example 2, 3.0 g), THF (60 ml), methanol (12 ml) and acetone (9 ml) are cooled to 0° under nitrogen and sodium methoxide in methanol (25%, 2.8 ml) are added. After one hour, by TLC analysis, complete conversion to the 20-methoxy derivative (VIII) had occurred. The resulting mixture is brought to 28° and stirred for 22 hours and then warmed to 30°-35° for five hours. The mixture is diluted with water (150 ml) and then extra...